This data is from the Open Reaction Database (ORD), a public repository of structured organic reaction records. The task is: describe an organic reaction: reactants, conditions, products, and yield Reactants: O (water), C(C)OC(=O)Cl (chloroformic acid ethyl ester), intermediate, NC1(C(NC2=CC=C(C=C12)Cl)=O)C1=C(C=CC=C1)OC (3-Amino-5-chloro-3-(2-methoxyphenyl)-indole-2-one). Solvent: N1=CC=CC=C1 (pyridine), CCOCC (ether). Conditions: time 16 hour. Yields the product ClC=1C=C2C(C(NC2=CC1)=O)(C1=C(C=CC=C1)OC)OC(O)=O.C1(=CC=CC=C1)[NH-] (Carbonic acid-[5-chloro-2-oxo-3-(2-methoxy-phenyl)-2,3-dihydro-1-H-indole-3-yl] ester phenyl-amide). As a reaction SMILES: C([O:3][C:4](Cl)=[O:5])C.N[C:8]1([C:19]2[CH:24]=[CH:23][CH:22]=[CH:21][C:20]=2[O:25][CH3:26])[C:16]2[C:11](=[CH:12][CH:13]=[C:14]([Cl:17])[CH:15]=2)[NH:10][C:9]1=[O:18].[OH2:27]>N1C=CC=CC=1.CCOCC>[Cl:17][C:14]1[CH:15]=[C:16]2[C:11](=[CH:12][CH:13]=1)[NH:10][C:9](=[O:18])[C:8]2([O:3][C:4](=[O:5])[OH:27])[C:19]1[CH:24]=[CH:23][CH:22]=[CH:21][C:20]=1[O:25][CH3:26].[C:11]1([NH-:10])[CH:16]=[CH:15][CH:14]=[CH:13][CH:12]=1 |f:5.6|. Procedure details: 0.38 ml (3.1 mmol) chloroformic acid ethyl ester were added to 0.8 g (2.8 mmol) of the intermediate product 3b in 20 ml pyridine at 0° C., and then everything was stirred for 16 h at room temperature. Then the batch was poured on to icy water and extracted with ethyl acetate. The organic phase was washed with water, dried and concentrated in a vacuum. The residue obtained in this way was dissolved in a little ether and the product was precipitated by the careful addition of n-pentane. 1.1 g were... Starting materials: BrCC1OCCO1 (2-Bromomethyl-1,3-dioxolane), C(CC)N (n-propylamine), [OH-].[Na+] (sodium hydroxide). Run in O (water). Reaction conditions: temperature 100 celsius, time 30 minute. The product is C(CC)NCC1OCCO1 (N-n-propyl-N-(1,3-dioxolan-2-ylmethyl)amine). As a reaction SMILES: Br[CH2:2][CH:3]1[O:7][CH2:6][CH2:5][O:4]1.[CH2:8]([NH2:11])[CH2:9][CH3:10].[OH-].[Na+]>O>[CH2:8]([NH:11][CH2:2][CH:3]1[O:7][CH2:6][CH2:5][O:4]1)[CH2:9][CH3:10] |f:2.3|. Reported procedure: 2-Bromomethyl-1,3-dioxolane (20 grams) and n-propylamine (100 ml) were charged into a glass reaction vessel equipped with a mechanical stirrer, thermometer and reflux condenser. The reaction mixture was heated at a temperature of about 100° C. for a period of about 3 hours. After this time sodium hydroxide (10 grams) dissolved in water (100 ml) was added and the resulting mixture was stirred for a period of about 30 minutes. The reaction mixture was then extracted with ether and the ether soluti... Reactants: O1C(OCCC1)C1=CC(=CC=2C=COC21)N2N=NC(=C2)[Si](C)(C)C (1-(7-[1,3]dioxan-2-yl-benzofuran-5-yl)-4-trimethylsilanyl-1H-[1,2,3]triazole). Solvent: [OH-].[K+] (potassium hydroxide), O (water), CO (methanol). Run at time 30 minute. Product: N1(N=NC=C1)C=1C=C(C2=C(C=CO2)C1)C=O (5-[1,2,3]Triazol-1-yl-benzofuran-7-carbaldehyde). As a reaction SMILES: [O:1]1CCCO[CH:2]1[C:7]1[C:15]2[O:14][CH:13]=[CH:12][C:11]=2[CH:10]=[C:9]([N:16]2[CH:20]=[C:19]([Si](C)(C)C)[N:18]=[N:17]2)[CH:8]=1>[OH-].[K+].O.CO>[N:16]1([C:9]2[CH:8]=[C:7]([CH:2]=[O:1])[C:15]3[O:14][CH:13]=[CH:12][C:11]=3[CH:10]=2)[CH:20]=[CH:19][N:18]=[N:17]1 |f:1.2|. Reported procedure: A solution of 1-(7-[1,3]dioxan-2-yl-benzofuran-5-yl)-4-trimethylsilanyl-1H-[1,2,3]triazole (180 mg) in potassium hydroxide (0.1 g), water (10 ml) and methanol (10 ml) was stirred for 18 h at room temperature. The solvent was removed, diluted with water (10 ml) and extracted with dichloromethane (3×15 ml). The organic extracts were washed with water (10 ml), dried, and evaporated. The residual oil was dissolved in hydrochloric acid (2M; 10 ml) and tetrahydrofuran (10 ml) and stirred at 70° for 30... The reactants are C(C)(C)(C)C1=CC=C(C=C1)C=1OC(C2=C(N1)C=CS2)=O (2-(4-t-butylphenyl)-4H-thieno[3,2-d]-[1,3]oxazin-4-one), NC=1C=C(C#N)C=CC1 (3-aminobenzonitrile), [NH4+].[Cl-] (NH4Cl), C[Si]([N-][Si](C)(C)C)(C)C.[K+] (potassium hexamethyldisilazide), C1(=CC=CC=C1)C (toluene). The solvent is C1CCOC1 (THF), C(C)(=O)OCC (ethyl acetate). Reaction conditions: time 15 minute. Product: C(C)(C)(C)C1=CC=C(C(=O)NC2=C(SC=C2)C(=O)NC2=CC(=CC=C2)C#N)C=C1 (3-(4-t-butylbenzoylamino)-N-(3-cyanophenyl)thiophene-2-carboxamide). The yield is 102.7%. Reaction SMILES: [C:1]([C:5]1[CH:10]=[CH:9][C:8]([C:11]2[O:12][C:13](=[O:20])[C:14]3[S:19][CH:18]=[CH:17][C:15]=3[N:16]=2)=[CH:7][CH:6]=1)([CH3:4])([CH3:3])[CH3:2].[NH2:21][C:22]1[CH:23]=[C:24]([CH:27]=[CH:28][CH:29]=1)[C:25]#[N:26].C[Si](C)(C)[N-][Si](C)(C)C.[K+].C1(C)C=CC=CC=1.[NH4+].[Cl-]>C(OCC)(=O)C.C1COCC1>[C:1]([C:5]1[CH:10]=[CH:9][C:8]([C:11]([NH:16][C:15]2[CH:17]=[CH:18][S:19][C:14]=2[C:13]([NH:21][C:22]2[CH:29]=[CH:28][CH:27]=[C:24]([C:25]#[N:26])[CH:23]=2)=[O:20])=[O:12])=[CH:7][CH:6]=1)([CH3:4])([CH3:3])[CH3:2] |f:2.3,5.6|. Reported procedure: To a mixture of 2-(4-t-butylphenyl)-4H-thieno[3,2-d]-[1,3]oxazin-4-one (400 mg, 1.4 mmol), 3-aminobenzonitrile (165 mg, 1.4 mmol) and THF (5 mL) was added 0.5 M potassium hexamethyldisilazide in toluene (3.08 mL, 1.54 mmol) and stirred for 15 min. The reaction was added NH4Cl and ethyl acetate. The organic layer was washed with water (3×) and brine, MgSO4 dried and concentrated. The residue was chromatographed (20% THF/hexanes) to give the title compound as a solid (580 mg, 51%); 1.37 (s, 9H), 7... Reactants: SCCC(C)(C)NC(OCC1=CC=CC=C1)=O (benzyl 4-mercapto-2-methylbutan-2-ylcarbamate), C([O-])([O-])=O.[Cs+].[Cs+] (cesium carbonate), CC1=CC=C(C=C1)S(=O)(=O)OCCOCCOCCOC (2-(2-(2-methoxyethoxy)ethoxy)ethyl 4-methylbenzenesulfonate). Run in CN(C=O)C (N,N-dimethylformamide). Run at temperature 60 celsius, time 16 hour. Product: CC(CCSCCOCCOCCOC)(C)NC(OCC1=CC=CC=C1)=O (Benzyl 14-methyl-2,5,8-trioxa-11-thiapentadecan-14-ylcarbamate). Isolated yield 42.5%. Reaction SMILES: [SH:1][CH2:2][CH2:3][C:4]([NH:7][C:8](=[O:17])[O:9][CH2:10][C:11]1[CH:16]=[CH:15][CH:14]=[CH:13][CH:12]=1)([CH3:6])[CH3:5].C(=O)([O-])[O-].[Cs+].[Cs+].CC1C=CC(S(O[CH2:35][CH2:36][O:37][CH2:38][CH2:39][O:40][CH2:41][CH2:42][O:43][CH3:44])(=O)=O)=CC=1>CN(C)C=O>[CH3:5][C:4]([NH:7][C:8](=[O:17])[O:9][CH2:10][C:11]1[CH:16]=[CH:15][CH:14]=[CH:13][CH:12]=1)([CH3:6])[CH2:3][CH2:2][S:1][CH2:35][CH2:36][O:37][CH2:38][CH2:39][O:40][CH2:41][CH2:42][O:43][CH3:44] |f:1.2.3|. Procedure: To a solution of benzyl 4-mercapto-2-methylbutan-2-ylcarbamate (2.05 g, 8.1 mmol) in N,N-dimethylformamide (10 ml) was added cesium carbonate (2.27 g, 6.97 mmol) and 2-(2-(2-methoxyethoxy)ethoxy)ethyl 4-methylbenzenesulfonate (2.32 g, 7.29 mmol). The solution was heated to 60° C. for 2 hour, then 70° C. for 16 hour, cooled to room temperature, concentrated in vacuo, and the residue dissolved in 50 ml 5% NaHSO4, extracted with 3×50 ml ethyl acetate, dried on MgSO4, and concentrated in vacuo. The ...